Dataset: the Open Reaction Database (ORD), a public repository of structured organic reaction records. Task: describe an organic reaction: reactants, conditions, products, and yield Starting materials: CC(C)(C)OC(=O)N1CCC(NC(=O)OC2CCOC2)C1, ClCCl, O=C(O)C(F)(F)F. Yields the product O=C(NC1CCNC1)OC1CCOC1. As a reaction SMILES: [C:8]([O:9][C:10](=[O:11])[N:15]1[CH2:16][CH:17]([NH:20][C:21]([O:22][CH:23]2[CH2:24][O:25][CH2:26][CH2:27]2)=[O:28])[CH2:18][CH2:19]1)([CH3:12])([CH3:13])[CH3:14].[Cl:29][CH2:30][Cl:31].[F:1][C:2]([F:3])([F:4])[C:5]([OH:6])=[O:7]>>[NH:15]1[CH2:16][CH:17]([NH:20][C:21]([O:22][CH:23]2[CH2:24][O:25][CH2:26][CH2:27]2)=[O:28])[CH2:18][CH2:19]1.